From a dataset of the Open Reaction Database (ORD), a public repository of structured organic reaction records. describe an organic reaction: reactants, conditions, products, and yield Starting materials: Cl.N1CCC(CC1)CCC(=O)NC=1SC2=C(N1)C=CC(=C2)OS(=O)(=O)C2=CC=C(C=C2)NCCNC(C)C (4-(2-isopropylaminoethylamino)-benzenesulfonic acid 2-(3-piperid-4-ylpropionylamino)benzothiazol-6-yl ester hydrochloride), C(C)(C)NC(C)C (N,N-diisopropylamine), C(C)(C)(C)OC(=O)N1CCC(CC1)CCC(NC=1SC2=C(N1)C=CC(=C2)OS(=O)(=O)C2=CC=C(C=C2)F)=O (4-{2-[6-(4-fluorobenzenesulfonyloxy)-benzothiazol-2-ylcarbamoyl]ethyl}piperidine-1-carboxylic acid tert-butyl ester), C(C)(C)(C)OC(=O)N1CCC(CC1)CCC(NC=1SC2=C(N1)C=CC(=C2)OS(=O)(=O)C2=CC=C(C=C2)F)=O (4-{2-[6-(4-fluorobenzenesulfonyloxy)-benzothiazol-2-ylcarbamoyl]ethyl}piperidine-1-carboxylic acid tert-butyl ester). The product is C(C)(C)(C)OC(=O)N1CCC(CC1)CCC(NC=1SC2=C(N1)C=CC(=C2)OS(=O)(=O)C2=CC=C(C=C2)NCCNC(C)C)=O (4-(2-{6-[4-(2-isopropylaminoethylamino)benzenesulfonyloxy]-benzothiazol-2-ylcarbamoyl}ethyl)piperidine-1-carboxylic acid tert-butyl ester). RXN SMILES: Cl.[NH:2]1[CH2:7][CH2:6][CH:5]([CH2:8][CH2:9][C:10]([NH:12][C:13]2[S:14][C:15]3[CH:21]=[C:20]([O:22][S:23]([C:26]4[CH:31]=[CH:30][C:29]([NH:32][CH2:33][CH2:34][NH:35][CH:36]([CH3:38])[CH3:37])=[CH:28][CH:27]=4)(=[O:25])=[O:24])[CH:19]=[CH:18][C:16]=3[N:17]=2)=[O:11])[CH2:4][CH2:3]1.[C:39]([O:43][C:44](N1CCC(CCC(=O)NC2SC3C=C(OS(C4C=CC(F)=CC=4)(=O)=O)C=CC=3N=2)CC1)=[O:45])([CH3:42])([CH3:41])[CH3:40].C(NC(C)C)(C)C>>[C:39]([O:43][C:44]([N:2]1[CH2:7][CH2:6][CH:5]([CH2:8][CH2:9][C:10](=[O:11])[NH:12][C:13]2[S:14][C:15]3[CH:21]=[C:20]([O:22][S:23]([C:26]4[CH:27]=[CH:28][C:29]([NH:32][CH2:33][CH2:34][NH:35][CH:36]([CH3:38])[CH3:37])=[CH:30][CH:31]=4)(=[O:24])=[O:25])[CH:19]=[CH:18][C:16]=3[N:17]=2)[CH2:4][CH2:3]1)=[O:45])([CH3:42])([CH3:41])[CH3:40] |f:0.1|. Procedure details: According to the method of example 18, 4-(2-isopropylaminoethylamino)-benzenesulfonic acid 2-(3-piperid-4-ylpropionylamino)benzothiazol-6-yl ester hydrochloride is prepared by combining 4-{2-[6-(4-fluorobenzenesulfonyloxy)-benzothiazol-2-ylcarbamoyl]ethyl}piperidine-1-carboxylic acid tert-butyl ester (intermediate 23) with N,N-diisopropylamine. The compound obtained from the first step (4-(2-{6-[4-(2-isopropylaminoethylamino)benzenesulfonyloxy]-benzothiazol-2-ylcarbamoyl}ethyl)piperidine-1-carbo... The reactants are FB(F)F, [Li]CCCC, C1CO1, CCOCC, CN(C)CCN(C)C, COCOc1cc(OC)c(OCOC)cc1OC, C1CCOC1. RXN SMILES: [B:40]([F:41])([F:42])[F:43].[CH2:27]([Li:28])[CH2:29][CH2:30][CH3:31].[CH2:32]1[CH2:33][O:34]1.[CH2:35]([O:36][CH2:37][CH3:38])[CH3:39].[CH3:19][N:20]([CH2:21][CH2:22][N:23]([CH3:24])[CH3:25])[CH3:26].[CH3:1][O:2][c:3]1[c:4]([O:15][CH2:16][O:17][CH3:18])[cH:5][c:6]([O:13][CH3:14])[c:7]([O:9][CH2:10][O:11][CH3:12])[cH:8]1.[O:44]1[CH2:45][CH2:46][CH2:47][CH2:48]1>>[CH3:1][O:2][c:3]1[c:4]([O:15][CH2:16][O:17][CH3:18])[c:5]([CH2:32][CH2:33][OH:34])[c:6]([O:13][CH3:14])[c:7]([O:9][CH2:10][O:11][CH3:12])[cH:8]1. Product: COCOc1cc(OC)c(OCOC)c(CCO)c1OC. The reactants are O=C([O-])[O-], CO, COC(=O)c1ccnc(Cl)c1, CC1(C)OB(c2ccc(C(F)(F)F)c(F)c2)OC1(C)C, [K+], [K+], Cl[Pd]Cl. Yields the product COC(=O)c1ccnc(-c2ccc(C(F)(F)F)c(F)c2)c1. RXN SMILES: [C:12](=[O:13])([O-:14])[O-:15].[CH3:38][OH:39].[Cl:1][c:2]1[cH:3][c:4]([C:5](=[O:6])[O:7][CH3:8])[cH:9][cH:10][n:11]1.[F:18][c:19]1[cH:20][c:21]([B:29]2[O:30][C:31]([CH3:32])([CH3:33])[C:34]([CH3:35])([CH3:36])[O:37]2)[cH:22][cH:23][c:24]1[C:25]([F:26])([F:27])[F:28].[K+:16].[K+:17].[Pd:40]([Cl:41])[Cl:42]>>[c:2]1(-[c:21]2[cH:20][c:19]([F:18])[c:24]([C:25]([F:26])([F:27])[F:28])[cH:23][cH:22]2)[cH:3][c:4]([C:5](=[O:6])[O:7][CH3:8])[cH:9][cH:10][n:11]1. The reactants are CN(C)C=O (DMF), C(CCC)[Li] (n-butyllithium), CN(CCN(C)C)C (N,N,N',N'-tetramethylethylenediamine), FC1(OC2=C(O1)C=CC=C2)F (2,2-difluoro-1,3-benzodioxole), Cl (hydrochloric acid). Solvent: C1(=CC=CC=C1)C (toluene). Run at time 0.5 hour. Yields the product C1=CC(=C2C(=C1)OC(O2)(F)F)C=O (2,2-difluoro-1,3-benzodioxol-4-yl-carbaldehyde). RXN SMILES: C([Li])CCC.CN(C)CCN(C)C.[F:14][C:15]1([F:24])[O:19][C:18]2[CH:20]=[CH:21][CH:22]=[CH:23][C:17]=2[O:16]1.CN([CH:28]=[O:29])C.Cl>C1(C)C=CC=CC=1>[CH:21]1[CH:20]=[C:18]2[O:19][C:15]([F:14])([F:24])[O:16][C:17]2=[C:23]([CH:28]=[O:29])[CH:22]=1. Procedure: 94.0 g (272 mmol) of n-butyllithium (18.5% in toluene) are added dropwise under a nitrogen atmosphere, at from -15° to -10° C., over a period of 1.5 hours, to 29.5 g (254 mmol) of N,N,N',N'-tetramethylethylenediamine and 40.0 g (253 mmol) of 2,2-difluoro-1,3-benzodioxole in 35 ml of toluene, an orange suspension being formed. 19.7 g (270 mmol) of DMF are then metered in at from -15° to -10° C. over a period of 1/2 hour. The pale yellow suspension is poured at +10° C. onto 346 g (1.105 mol) of 11... The solvent is C(Cl)Cl (CH2Cl2), C(Cl)Cl (CH2Cl2). Procedure: 2.0 M solution of thionyl chloride in CH2Cl2 (7.5 mL, 15.4 mmol) is added dropwise to a solution of 6-((1R,2R)-2-hydroxycyclopentylamino)-5-methyl-3-(phenylamino)-2H-pyrazolo[3,4-d]pyrimidin-4(5H)-one (3.5 g, 10.3 mmol) in CH2Cl2 (30 mL) at room temperature. After the completion of the addition, the reaction mixture is stirred at r.t. for 2 h. Solvent and excess SOCl2 are removed under reduced pressure. The residue is suspended in water (100 mL), and then carefully neutralized with 7% ammonium h... As a reaction SMILES: S(Cl)(Cl)=O.O[C@@H:6]1[CH2:10][CH2:9][CH2:8][C@H:7]1[NH:11][C:12]1[N:13]([CH3:29])[C:14](=[O:28])[C:15]2[C:16](=[N:18][NH:19][C:20]=2[NH:21][C:22]2[CH:27]=[CH:26][CH:25]=[CH:24][CH:23]=2)[N:17]=1>C(Cl)Cl>[CH3:29][N:13]1[C:14](=[O:28])[C:15]2=[C:20]([NH:21][C:22]3[CH:27]=[CH:26][CH:25]=[CH:24][CH:23]=3)[NH:19][N:18]=[C:16]2[N:17]2[C@H:6]3[CH2:10][CH2:9][CH2:8][C@H:7]3[N:11]=[C:12]12. Conditions: time 2 hour. Isolated yield 87.3%. The reactants are solution, S(=O)(Cl)Cl (thionyl chloride), O[C@H]1[C@@H](CCC1)NC=1N(C(C=2C(N1)=NNC2NC2=CC=CC=C2)=O)C (6-((1R,2R)-2-hydroxycyclopentylamino)-5-methyl-3-(phenylamino)-2H-pyrazolo[3,4-d]pyrimidin-4(5H)-one). The product is CN1C=2N(C=3C(C1=O)=C(NN3)NC3=CC=CC=C3)[C@@H]3[C@H](N2)CCC3 ((6aR,9aS)-5,6a,7,8,9,9a-hexahydro-5-methyl-3-(phenylamino)-cyclopent[4,5]imidazo[1,2-a]pyrazolo[4,3-e]pyrimidin-4(2H)-one). The reactants are CC=1C=C(C=2C(=C(N=NC2)C2=CC(=C(C=C2)Cl)Cl)N1)Cl (2-Methyl-4-chloro-8-(3,4-dichlorophenyl)pyrido[2,3-d]pyridazine), C1(=CC=C(C=C1)S(=O)(=O)O)C (p-toluenesulfonic acid). Solvent: C(CC)NCCC (di-n-propylamine). The product is CC=1C=C(C=2C(=C(N=NC2)C2=CC(=C(C=C2)Cl)Cl)N1)N(CCC)CCC (2-Methyl-4-dipropylamino-8-(3,4-dichlorophenyl)pyrido[2,3-d]pyridazine). RXN SMILES: [CH3:1][C:2]1[CH:3]=[C:4](Cl)[C:5]2[C:6]([N:19]=1)=[C:7]([C:11]1[CH:16]=[CH:15][C:14]([Cl:17])=[C:13]([Cl:18])[CH:12]=1)[N:8]=[N:9][CH:10]=2.[C:21]1([CH3:31])[CH:26]=CC(S(O)(=O)=O)=CC=1>C(NCCC)CC>[CH3:1][C:2]1[CH:3]=[C:4]([N:8]([CH2:26][CH2:21][CH3:31])[CH2:7][CH2:6][CH3:5])[C:5]2[C:6]([N:19]=1)=[C:7]([C:11]1[CH:16]=[CH:15][C:14]([Cl:17])=[C:13]([Cl:18])[CH:12]=1)[N:8]=[N:9][CH:10]=2. Procedure details: Heat a mixture of 2-methyl-4-chloro-8-(3,4-dichlorophenyl)pyrido[2,3-d]pyridazine (4) (2.0 g, 6.2 mmol) and p-toluenesulfonic acid (3.2 g) in 10 mL of di-n-propylamine in a sealed tube at 180° C. for 48 hours. Cool the reaction mixture to ambient temperature and partition the reaction mixture between ethyl acetate and water. Wash the organic layer with water and dry over MgSO4. Evaporate the dried solution and purify the product 5 by flash chromatography. Starting materials: [Br-], CC(C)C[Mg+], C1CCOC1, CC12CCC(=O)C=C1N(C(C)(C)C)CC1C2CCC2(CC(=O)O)C(C=O)CCC12. Product: CC(C)CC(O)C1CCC2C3CN(C(C)(C)C)C4=CC(=O)CCC4(C)C3CCC12CC(=O)O. As a reaction SMILES: [Br-:30].[CH2:31]([CH:32]([CH3:33])[CH3:34])[Mg+:35].[CH2:36]1[O:37][CH2:38][CH2:39][CH2:40]1.[CH:1](=[O:2])[CH:3]1[C:4]2([CH2:5][C:6](=[O:7])[OH:8])[CH:9]([CH2:10][CH2:11]1)[CH:12]1[CH2:13][N:14]([C:26]([CH3:27])([CH3:28])[CH3:29])[C:15]3=[CH:16][C:17](=[O:25])[CH2:18][CH2:19][C:20]3([CH3:21])[CH:22]1[CH2:23][CH2:24]2>>[CH:1]([OH:2])([CH:3]1[C:4]2([CH2:5][C:6](=[O:7])[OH:8])[CH:9]([CH2:10][CH2:11]1)[CH:12]1[CH2:13][N:14]([C:26]([CH3:27])([CH3:28])[CH3:29])[C:15]3=[CH:16][C:17](=[O:25])[CH2:18][CH2:19][C:20]3([CH3:21])[CH:22]1[CH2:23][CH2:24]2)[CH2:31][CH:32]([CH3:33])[CH3:34].